Dataset: the Open Reaction Database (ORD), a public repository of structured organic reaction records. Task: describe an organic reaction: reactants, conditions, products, and yield Reactants: OC(c1ccc(CBr)cc1)(C(F)(F)F)C(F)(F)F, O=C([O-])[O-], CC#N, ClCCl, [I-], [K+], [K+], [Na+], CC(C)(C)OC(=O)N1CCNC(CO)C1. Yields the product CC(C)(C)OC(=O)N1CCN(Cc2ccc(C(O)(C(F)(F)F)C(F)(F)F)cc2)C(CO)C1. RXN SMILES: [Br:16][CH2:17][c:18]1[cH:19][cH:20][c:21]([C:24]([C:25]([F:26])([F:27])[F:28])([C:29]([F:30])([F:31])[F:32])[OH:33])[cH:22][cH:23]1.[C:36](=[O:37])([O-:38])[O-:39].[CH3:42][C:43]#[N:44].[Cl:45][CH2:46][Cl:47].[I-:35].[K+:40].[K+:41].[Na+:34].[OH:1][CH2:2][CH:3]1[CH2:4][N:5]([C:9](=[O:10])[O:11][C:12]([CH3:13])([CH3:14])[CH3:15])[CH2:6][CH2:7][NH:8]1>>[OH:1][CH2:2][CH:3]1[CH2:4][N:5]([C:9](=[O:10])[O:11][C:12]([CH3:13])([CH3:14])[CH3:15])[CH2:6][CH2:7][N:8]1[CH2:17][c:18]1[cH:19][cH:20][c:21]([C:24]([C:25]([F:26])([F:27])[F:28])([C:29]([F:30])([F:31])[F:32])[OH:33])[cH:22][cH:23]1. Product: FC(C1=NN=C2N1N=C(C=C2)N2CCC(CC2)OC=2C=CC(=NC2)C#N)(F)F (5-[[1-[3-(trifluoromethyl)[1,2,4]triazolo[4,3-b]pyridazin-6-yl]piperidin-4-yl]oxy]pyridine-2-carbonitrile). Reactants: FC(C1=NN=C2N1N=C(C=C2)N2CCC(CC2)O)(F)F (1-[3-(trifluoromethyl)-[1,2,4]triazolo[4,3-b]pyridazin-6-yl]piperidin-4-ol), [H-].[Na+] (sodium hydride), ClC=1C=CC(=NC1)C#N (5-Chloropicolinonitrile). Isolated yield 27.2%. Run in CN(C)C=O (DMF). Procedure details: A solution of 1-[3-(trifluoromethyl)-[1,2,4]triazolo[4,3-b]pyridazin-6-yl]piperidin-4-ol (150 mg, 0.52 mmol) and sodium hydride (60% dispersion in oil, 22.98 mg, 0.57 mmol) in DMF (5 mL) was stirred for 30 minutes at ambient temperature under nitrogen. 5-Chloropicolinonitrile (80 mg, 0.57 mmol) was added to the reaction mixture. The resulting solution was stirred at 50° C. for 18 hours. The reaction mixture was diluted with a few drops of MeOH. The crude product was purified by preparative HPLC ... Reaction conditions: temperature 50 celsius, time 18 hour. The reagents and catalysts are CO (MeOH). RXN SMILES: [F:1][C:2]([F:20])([F:19])[C:3]1[N:7]2[N:8]=[C:9]([N:12]3[CH2:17][CH2:16][CH:15]([OH:18])[CH2:14][CH2:13]3)[CH:10]=[CH:11][C:6]2=[N:5][N:4]=1.[H-].[Na+].Cl[C:24]1[CH:25]=[CH:26][C:27]([C:30]#[N:31])=[N:28][CH:29]=1>CN(C=O)C.CO>[F:20][C:2]([F:1])([F:19])[C:3]1[N:7]2[N:8]=[C:9]([N:12]3[CH2:17][CH2:16][CH:15]([O:18][C:24]4[CH:25]=[CH:26][C:27]([C:30]#[N:31])=[N:28][CH:29]=4)[CH2:14][CH2:13]3)[CH:10]=[CH:11][C:6]2=[N:5][N:4]=1 |f:1.2|. Starting materials: BrC=1C=NC(=NC1)NC1=CC(=C(C=C1)C)[N+](=O)[O-] (5-bromo-N-(4-methyl-3-nitrophenyl)pyrimidin-2-amine), FC(OC1=CC=C(C=C1)B1OC(C(O1)(C)C)(C)C)F (2-(4-(difluoromethoxy)phenyl)-4,4,5,5-tetramethyl-1,3,2-dioxaborolane), C(=O)([O-])[O-].[Na+].[Na+] (Na2CO3), aq. solution. Reagents/catalysts: C=1C=CC(=CC1)[P](C=2C=CC=CC2)(C=3C=CC=CC3)[Pd]([P](C=4C=CC=CC4)(C=5C=CC=CC5)C=6C=CC=CC6)([P](C=7C=CC=CC7)(C=8C=CC=CC8)C=9C=CC=CC9)[P](C=1C=CC=CC1)(C=1C=CC=CC1)C=1C=CC=CC1 (Pd(PPh3)4). Run in O1CCOCC1 (1,4-dioxane). Run at temperature 150 celsius. Product: CC1=C(C=C(C=C1)NC1=NC=CC=N1)[N+](=O)[O-] (N-(4-methyl-3-nitrophenyl)pyrimidin-2-amine). As a reaction SMILES: Br[C:2]1[CH:3]=[N:4][C:5]([NH:8][C:9]2[CH:14]=[CH:13][C:12]([CH3:15])=[C:11]([N+:16]([O-:18])=[O:17])[CH:10]=2)=[N:6][CH:7]=1.FC(F)OC1C=CC(B2OC(C)(C)C(C)(C)O2)=CC=1.C([O-])([O-])=O.[Na+].[Na+]>O1CCOCC1.C1C=CC([P]([Pd]([P](C2C=CC=CC=2)(C2C=CC=CC=2)C2C=CC=CC=2)([P](C2C=CC=CC=2)(C2C=CC=CC=2)C2C=CC=CC=2)[P](C2C=CC=CC=2)(C2C=CC=CC=2)C2C=CC=CC=2)(C2C=CC=CC=2)C2C=CC=CC=2)=CC=1>[CH3:15][C:12]1[CH:13]=[CH:14][C:9]([NH:8][C:5]2[N:6]=[CH:7][CH:2]=[CH:3][N:4]=2)=[CH:10][C:11]=1[N+:16]([O-:18])=[O:17] |f:2.3.4,^1:53,55,74,93|. Procedure details: To a solution of 5-bromo-N-(4-methyl-3-nitrophenyl)pyrimidin-2-amine 27 (0.5 mmol) in 1,4-dioxane (2.0 mL) is added 2-(4-(difluoromethoxy)phenyl)-4,4,5,5-tetramethyl-1,3,2-dioxaborolane 7 (0.5 mmol), Na2CO3 (1.5 mmol of a 3.0 M aq. solution) and Pd(PPh3)4 (0.025 mmol). The reaction is evacuated and backfilled with nitrogen twice then heated in the microwave oven at 150° C. for 10 min. The reaction mixture is diluted with water (10 mL) and extracted with DCM (2×50 mL). The organic layer is separa...